This data is from the Open Reaction Database (ORD), a public repository of structured organic reaction records. The task is: describe an organic reaction: reactants, conditions, products, and yield Starting materials: COCOC1=C(C=CC2=CC=CC=C12)C=O (1-methoxymethoxy-2-naphthaldehyde), O (water), CC(C)([O-])C.[K+] (potassium t-butoxide), 4-carbethoxypropyl-triphenylphosphonium bromide, C(C)(=O)OCC (ethyl acetate). The solvent is O1CCCC1 (tetrahydrofuran), O1CCCC1 (tetrahydrofuran). Conditions: time 45 minute. The product is OC1=C(C=CC2=CC=CC=C12)C=CCCC(=O)OCC (Ethyl 5-(1-hydroxy-2-naphthyl)-4-pentenoate). The yield is 17.0%. As a reaction SMILES: [CH3:1][C:2](C)([O-])C.[K+].COC[O:10][C:11]1[C:20]2[C:15](=[CH:16][CH:17]=[CH:18][CH:19]=2)[CH:14]=[CH:13][C:12]=1[CH:21]=O.O.[C:24]([O:27][CH2:28][CH3:29])(=[O:26])[CH3:25]>O1CCCC1>[OH:10][C:11]1[C:20]2[C:15](=[CH:16][CH:17]=[CH:18][CH:19]=2)[CH:14]=[CH:13][C:12]=1[CH:21]=[CH:1][CH2:2][CH2:25][C:24]([O:27][CH2:28][CH3:29])=[O:26] |f:0.1|. Reported procedure: A mixture of potassium t-butoxide (2.10 g. 0.019 mole) and 4-carbethoxypropyl-triphenylphosphonium bromide (prepared according to the procedure of P. E. Sonnet. J. Org. Chem. 34, 1147 (1964); 8.40 g, 0.018 mole) in dry tetrahydrofuran (15 mL) was stirred at 0°. After 45 minutes, a solution of 1-methoxymethoxy-2-naphthaldehyde (2.00 g, 0.009 mole) in dry tetrahydrofuran (7.5 mL) was added over 10 minutes. The resulting mixture was stirred at 0° for 2 hours, then was poured into water. The crude m... Starting materials: O=C([O-])[O-], CS(C)=O, Cc1ccccc1, CC(C)N1CC2CC(CN(C(=O)c3ccc(F)cc3)C2)C1, [K+], [K+], C1COCCOCCOCCOCCOCCO1, O, c1c[nH]cn1. The product is CC(C)N1CC2CC(CN(C(=O)c3ccc(-n4ccnc4)cc3)C2)C1. RXN SMILES: [C:27](=[O:28])([O-:29])[O-:30].[CH3:51][S:52]([CH3:53])=[O:54].[CH3:56][c:57]1[cH:58][cH:59][cH:60][cH:61][cH:62]1.[F:1][c:2]1[cH:3][cH:4][c:5]([C:6](=[O:7])[N:8]2[CH2:9][CH:10]3[CH2:11][N:12]([CH:17]([CH3:18])[CH3:19])[CH2:13][CH:14]([CH2:15]2)[CH2:16]3)[cH:20][cH:21]1.[K+:31].[K+:32].[O:33]1[CH2:34][CH2:35][O:36][CH2:37][CH2:38][O:39][CH2:40][CH2:41][O:42][CH2:43][CH2:44][O:45][CH2:46][CH2:47][O:48][CH2:49][CH2:50]1.[OH2:55].[nH:22]1[cH:23][n:24][cH:25][cH:26]1>>[c:2]1(-[n:22]2[cH:23][n:24][cH:25][cH:26]2)[cH:3][cH:4][c:5]([C:6](=[O:7])[N:8]2[CH2:9][CH:10]3[CH2:11][N:12]([CH:17]([CH3:18])[CH3:19])[CH2:13][CH:14]([CH2:15]2)[CH2:16]3)[cH:20][cH:21]1. Starting materials: O=C(Cl)C1CC1, CN(C(=O)c1ccc(N2CCOCC2)cc1)C1CCN(C(=O)C2CCNCC2)CC1c1ccc(Cl)c(Cl)c1, Cl. As a reaction SMILES: [CH:40]1([C:43](=[O:44])[Cl:45])[CH2:41][CH2:42]1.[Cl:2][c:3]1[cH:4][c:5]([CH:10]2[CH2:11][N:12]([C:32](=[O:33])[CH:34]3[CH2:35][CH2:36][NH:37][CH2:38][CH2:39]3)[CH2:13][CH2:14][CH:15]2[N:16]([C:17]([c:18]2[cH:19][cH:20][c:21]([N:24]3[CH2:25][CH2:26][O:27][CH2:28][CH2:29]3)[cH:22][cH:23]2)=[O:30])[CH3:31])[cH:6][cH:7][c:8]1[Cl:9].[ClH:1]>>[Cl:2][c:3]1[cH:4][c:5]([CH:10]2[CH2:11][N:12]([C:32](=[O:33])[CH:34]3[CH2:35][CH2:36][N:37]([C:43]([CH:40]4[CH2:41][CH2:42]4)=[O:44])[CH2:38][CH2:39]3)[CH2:13][CH2:14][CH:15]2[N:16]([C:17]([c:18]2[cH:19][cH:20][c:21]([N:24]3[CH2:25][CH2:26][O:27][CH2:28][CH2:29]3)[cH:22][cH:23]2)=[O:30])[CH3:31])[cH:6][cH:7][c:8]1[Cl:9]. Product: CN(C(=O)c1ccc(N2CCOCC2)cc1)C1CCN(C(=O)C2CCN(C(=O)C3CC3)CC2)CC1c1ccc(Cl)c(Cl)c1. Starting materials: CC(C)(C)OC(=O)N1CCCC1COc1cncc(Br)c1, CC(C)(C)[O-], Cc1ccccc1, Fc1ccc(COCCC2CCNCC2)cc1, [Na+], O=C(C=Cc1ccccc1)C=Cc1ccccc1, O=C(C=Cc1ccccc1)C=Cc1ccccc1, O=C(C=Cc1ccccc1)C=Cc1ccccc1, [Pd], [Pd], CC1(C)c2cccc(P(c3ccccc3)c3ccccc3)c2Oc2c(P(c3ccccc3)c3ccccc3)cccc21. Product: CC(C)(C)OC(=O)N1CCCC1COc1cncc(N2CCC(CCOCc3ccc(F)cc3)CC2)c1. As a reaction SMILES: [Br:1][c:2]1[cH:3][n:4][cH:5][c:6]([O:8][CH2:9][CH:10]2[N:11]([C:15](=[O:16])[O:17][C:18]([CH3:19])([CH3:20])[CH3:21])[CH2:12][CH2:13][CH2:14]2)[cH:7]1.[CH3:39][C:40]([CH3:41])([O-:42])[CH3:43].[CH3:87][c:88]1[cH:89][cH:90][cH:91][cH:92][cH:93]1.[F:22][c:23]1[cH:24][cH:25][c:26]([CH2:27][O:28][CH2:29][CH2:30][CH:31]2[CH2:32][CH2:33][NH:34][CH2:35][CH2:36]2)[cH:37][cH:38]1.[Na+:44].[O:114]=[C:115]([CH:116]=[CH:117][c:118]1[cH:119][cH:120][cH:121][cH:122][cH:123]1)[CH:124]=[CH:125][c:126]1[cH:127][cH:128][cH:129][cH:130][cH:131]1.[O:132]=[C:133]([CH:134]=[CH:135][c:136]1[cH:137][cH:138][cH:139][cH:140][cH:141]1)[CH:142]=[CH:143][c:144]1[cH:145][cH:146][cH:147][cH:148][cH:149]1.[O:96]=[C:97]([CH:98]=[CH:99][c:100]1[cH:101][cH:102][cH:103][cH:104][cH:105]1)[CH:106]=[CH:107][c:108]1[cH:109][cH:110][cH:111][cH:112][cH:113]1.[Pd:94].[Pd:95].[c:45]1([P:46]([c:47]2[cH:48][cH:49][cH:50][cH:51][cH:52]2)[c:53]2[c:54]3[c:78]([cH:79][cH:80][cH:81]2)[C:75]([CH3:76])([CH3:77])[c:57]2[c:56]([c:61]([P:62]([c:63]4[cH:64][cH:65][cH:66][cH:67][cH:68]4)[c:69]4[cH:70][cH:71][cH:72][cH:73][cH:74]4)[cH:60][cH:59][cH:58]2)[O:55]3)[cH:82][cH:83][cH:84][cH:85][cH:86]1>>[c:2]1([N:34]2[CH2:33][CH2:32][CH:31]([CH2:30][CH2:29][O:28][CH2:27][c:26]3[cH:25][cH:24][c:23]([F:22])[cH:38][cH:37]3)[CH2:36][CH2:35]2)[cH:3][n:4][cH:5][c:6]([O:8][CH2:9][CH:10]2[N:11]([C:15](=[O:16])[O:17][C:18]([CH3:19])([CH3:20])[CH3:21])[CH2:12][CH2:13][CH2:14]2)[cH:7]1. As a reaction SMILES: C1(NS(O)(=O)=O)CCCCC1.[CH2:12]([N:14]([CH2:38][CH3:39])[CH2:15][CH2:16][N:17]([CH3:37])[C:18]([C:20]1N(C)[C:22]([C:30]2[CH:35]=[CH:34][CH:33]=[CH:32][CH:31]=2)=[C:23]2[C:28]=1[CH:27]=[CH:26][C:25]([Cl:29])=[CH:24]2)=[O:19])[CH3:13].[OH-:40].[NH4+].[OH2:42]>>[CH2:12]([N:14]([CH2:38][CH3:39])[CH2:15][CH2:16][N:17]([CH3:37])[C:18](=[O:19])[C:20]([C:28]1[CH:27]=[CH:26][C:25]([Cl:29])=[CH:24][C:23]=1[C:22](=[O:42])[C:30]1[CH:35]=[CH:34][CH:33]=[CH:32][CH:31]=1)=[O:40])[CH3:13] |f:0.1,2.3|. Run at temperature 80 celsius, time 20 minute. Procedure details: A solution of 34.6 g. of 5-chloro-2-methyl-3-phenylisoindole-1-carboxylic acid[ 2-(diethylamino)ethyl]-methylamide cyclohexanesulfamate in 400 ml. of water is treated with excess 2-N ammonium hydroxide. The liberated base is extracted with methylene chloride and the extract evaporated to dryness. To the obtained residue, there is added a solution of 86.4 g. of ceric ammonium nitrate in 150 ml. of water and 150 ml. of glacial acetic acid. The mixture is stirred at 80° C. for 20 minutes, the color... The product is C(C)N(CCN(C(C(=O)C1=C(C=C(C=C1)Cl)C(C1=CC=CC=C1)=O)=O)C)CC (o-benzoyl-p-chlorophenylglyoxylic acid[ 2-(diethylamino)ethyl]methylamide). Starting materials: C1(CCCCC1)NS(=O)(=O)O.C(C)N(CCN(C(=O)C=1N(C(=C2C=C(C=CC12)Cl)C1=CC=CC=C1)C)C)CC (5-chloro-2-methyl-3-phenylisoindole-1-carboxylic acid[ 2-(diethylamino)ethyl]-methylamide cyclohexanesulfamate), ice water, 2-N, [OH-].[NH4+] (ammonium hydroxide), O (water). The reactants are C1N2CN3CN1CN(C2)C3, CCO, CC(=O)O, ClC(Cl)c1cccc(Oc2ccccc2)c1, ClCc1cccc(Oc2ccccc2)c1. Product: Cl, O=Cc1cccc(Oc2ccccc2)c1. RXN SMILES: [CH2:32]1[N:33]2[CH2:34][N:35]3[CH2:36][N:37]([CH2:38]2)[CH2:39][N:40]1[CH2:41]3.[CH3:42][CH2:43][OH:44].[CH3:45][C:46](=[O:47])[OH:48].[O:16]([c:17]1[cH:18][c:19]([CH:23]([Cl:24])[Cl:25])[cH:20][cH:21][cH:22]1)[c:26]1[cH:27][cH:28][cH:29][cH:30][cH:31]1.[O:1]([c:2]1[cH:3][cH:4][cH:5][cH:6][cH:7]1)[c:8]1[cH:9][c:10]([CH2:11][Cl:12])[cH:13][cH:14][cH:15]1>>[ClH:12].[O:1]([c:2]1[cH:3][cH:4][cH:5][cH:6][cH:7]1)[c:8]1[cH:9][c:10]([CH:11]=[O:16])[cH:13][cH:14][cH:15]1. The reactants are COc1c(Br)cc(Br)c(C)c1F, O=[N+]([O-])O, O=S(=O)(O)O. The product is COc1c(F)c(C)c(Br)c([N+](=O)[O-])c1Br. As a reaction SMILES: [Br:6][c:7]1[c:8]([O:16][CH3:17])[c:9]([F:15])[c:10]([CH3:14])[c:11]([Br:13])[cH:12]1.[OH:18][N+:19]([O-:20])=[O:21].[S:1](=[O:2])(=[O:3])([OH:4])[OH:5]>>[Br:6][c:7]1[c:8]([O:16][CH3:17])[c:9]([F:15])[c:10]([CH3:14])[c:11]([Br:13])[c:12]1[N+:19](=[O:18])[O-:20].